This data is from the Open Reaction Database (ORD), a public repository of structured organic reaction records. The task is: describe an organic reaction: reactants, conditions, products, and yield Isolated yield 24.9%. Procedure: Following the general procedure of example 1, 3-[1-(ethylsulfonyl)-4-piperidinyl]-5-(3-formylphenyl)-1H-indole-7-carboxamide (50.0 mg, 0.112 mmol), 2-{[2-(1-piperazinyl)ethyl]oxy}ethanol (150 mg, 0.87 mmol) and NaBH(OAc)3 (58.0 mg, 0.303 mmol) were reacted to give the title compound (16.7 mg, 25%). The reactants are C(C)S(=O)(=O)N1CCC(CC1)C1=CNC2=C(C=C(C=C12)C1=CC(=CC=C1)C=O)C(=O)N (3-[1-(ethylsulfonyl)-4-piperidinyl]-5-(3-formylphenyl)-1H-indole-7-carboxamide), N1(CCNCC1)CCOCCO (2-{[2-(1-piperazinyl)ethyl]oxy}ethanol), [BH-](OC(=O)C)(OC(=O)C)OC(=O)C.[Na+] (NaBH(OAc)3). Reaction SMILES: [CH2:1]([S:3]([N:6]1[CH2:11][CH2:10][CH:9]([C:12]2[C:20]3[C:15](=[C:16]([C:29]([NH2:31])=[O:30])[CH:17]=[C:18]([C:21]4[CH:26]=[CH:25][CH:24]=[C:23]([CH:27]=O)[CH:22]=4)[CH:19]=3)[NH:14][CH:13]=2)[CH2:8][CH2:7]1)(=[O:5])=[O:4])[CH3:2].[N:32]1([CH2:38][CH2:39][O:40][CH2:41][CH2:42][OH:43])[CH2:37][CH2:36][NH:35][CH2:34][CH2:33]1.[BH-](OC(C)=O)(OC(C)=O)OC(C)=O.[Na+]>>[CH2:1]([S:3]([N:6]1[CH2:7][CH2:8][CH:9]([C:12]2[C:20]3[C:15](=[C:16]([C:29]([NH2:31])=[O:30])[CH:17]=[C:18]([C:21]4[CH:26]=[CH:25][CH:24]=[C:23]([CH2:27][N:35]5[CH2:36][CH2:37][N:32]([CH2:38][CH2:39][O:40][CH2:41][CH2:42][OH:43])[CH2:33][CH2:34]5)[CH:22]=4)[CH:19]=3)[NH:14][CH:13]=2)[CH2:10][CH2:11]1)(=[O:5])=[O:4])[CH3:2] |f:2.3|. Yields the product C(C)S(=O)(=O)N1CCC(CC1)C1=CNC2=C(C=C(C=C12)C1=CC(=CC=C1)CN1CCN(CC1)CCOCCO)C(=O)N (3-[1-(ethylsulfonyl)-4-piperidinyl]-5-{3-[(4-{2-[(2-hydroxyethyl)oxy]ethyl}-1-Piperazinyl)methyl]phenyl}-1H-indole-7-carboxamide).